Dataset: the Open Reaction Database (ORD), a public repository of structured organic reaction records. Task: describe an organic reaction: reactants, conditions, products, and yield The reactants are N1(CCCCC1)CCCCN (4-piperidin-1-ylbutylamine), C(#N)C1=CNC2=CC=C(C=C12)CCNC(C1=CC=C(C=C1)C1=NC(=NC=C1)Cl)=O (N-[2-(3-Cyano-1H-indol-5-yl)-ethyl]-4-[2-chloro-pyrimidin-4-yl]-benzamide). Yields the product C(#N)C1=CNC2=CC=C(C=C12)CCNC(C1=CC=C(C=C1)C1=NC(=NC=C1)NCCCCN1CCCCC1)=O (N-[2-(3-Cyano-1H-indol-5-yl)ethyl]-4-[2-(4-piperidin-1-ylbutylamino)pyrimidin-4-yl]benzamide). RXN SMILES: [N:1]1([CH2:7][CH2:8][CH2:9][CH2:10][NH2:11])[CH2:6][CH2:5][CH2:4][CH2:3][CH2:2]1.[C:12]([C:14]1[C:22]2[C:17](=[CH:18][CH:19]=[C:20]([CH2:23][CH2:24][NH:25][C:26](=[O:40])[C:27]3[CH:32]=[CH:31][C:30]([C:33]4[CH:38]=[CH:37][N:36]=[C:35](Cl)[N:34]=4)=[CH:29][CH:28]=3)[CH:21]=2)[NH:16][CH:15]=1)#[N:13]>>[C:12]([C:14]1[C:22]2[C:17](=[CH:18][CH:19]=[C:20]([CH2:23][CH2:24][NH:25][C:26](=[O:40])[C:27]3[CH:32]=[CH:31][C:30]([C:33]4[CH:38]=[CH:37][N:36]=[C:35]([NH:11][CH2:10][CH2:9][CH2:8][CH2:7][N:1]5[CH2:6][CH2:5][CH2:4][CH2:3][CH2:2]5)[N:34]=4)=[CH:29][CH:28]=3)[CH:21]=2)[NH:16][CH:15]=1)#[N:13]. Procedure details: Using 4-piperidin-1-ylbutylamine (reference example 93 g) and N-[2-(3-Cyano-1H-indol-5-yl)-ethyl]-4-[2-chloro-pyrimidin-4-yl]-benzamide (reference example 1az) as substrates. MS (ion spray) m/z 522 (M+H)+. Reactants: BrC=1C=C(C=2C=NN(C2C1)C(C)C)C(=O)O (6-bromo-1-(1-methylethyl)-1H-indazole-4-carboxylic acid), NCC=1C(NC(=CC1C)C)=O (3-(aminomethyl)-4,6-dimethyl-2(1H)-pyridinone), ON1N=NC2=C1N=CC=C2 (1-hydroxy-7-azabenzotriazole), C(CCl)Cl (EDC), CN1CCOCC1 (N-methylmorpholine). Solvent: CS(=O)C (dimethyl sulfoxide), O (water). Reaction conditions: time 48 hour. Yields the product BrC=1C=C(C=2C=NN(C2C1)C(C)C)C(=O)NCC=1C(NC(=CC1C)C)=O (6-Bromo-N-[(4,6-dimethyl-2-oxo-1,2-dihydro-3-pyridinyl)methyl]-1-(1-methylethyl)-1H-indazole-4-carboxamide). The yield is 87.4%. RXN SMILES: [Br:1][C:2]1[CH:3]=[C:4]([C:14]([OH:16])=O)[C:5]2[CH:6]=[N:7][N:8]([CH:11]([CH3:13])[CH3:12])[C:9]=2[CH:10]=1.[NH2:17][CH2:18][C:19]1[C:20](=[O:27])[NH:21][C:22]([CH3:26])=[CH:23][C:24]=1[CH3:25].ON1C2N=CC=CC=2N=N1.C(Cl)CCl.CN1CCOCC1>CS(C)=O.O>[Br:1][C:2]1[CH:3]=[C:4]([C:14]([NH:17][CH2:18][C:19]2[C:20](=[O:27])[NH:21][C:22]([CH3:26])=[CH:23][C:24]=2[CH3:25])=[O:16])[C:5]2[CH:6]=[N:7][N:8]([CH:11]([CH3:12])[CH3:13])[C:9]=2[CH:10]=1. Reported procedure: To a mixture of 6-bromo-1-(1-methylethyl)-1H-indazole-4-carboxylic acid (0.52 g, 1.837 mmol), 3-(aminomethyl)-4,6-dimethyl-2(1H)-pyridinone (0.485 g, 2.57 mmol), 1-hydroxy-7-azabenzotriazole (0.375 g, 2.76 mmol) and EDC (0.528 g, 2.76 mmol) in dimethyl sulfoxide (15 mL) was added N-methylmorpholine (0.606 mL, 5.51 mmol) via syringe. The reaction was stirred at RT for 48 h. The contents were slowly diluted into 200 mL of water, stirred for 10 min, then allowed to sit for 20 min. The suspension wa... Yields the product Cl.OC1=C(C(=O)NC2=C(C(=O)O)C=CC(=C2)C2=C(C=CC=C2)OC)C=C(C=C1)N1CCCCC1 (2-(2-hydroxy-5-(piperidin-1-yl)benzamido)-4-(2-methoxyphenyl)benzoic acid hydrochloride). Procedure details: A 4 mol/L hydrogen chloride-dioxane solution (3.0 mL) was added to the obtained tert-butyl 2-(2-hydroxy-5-(piperidin-1-yl)benzamido)-4-(2-methoxyphenyl)benzoate (0.025 g), followed by stirring at room temperature for 3 hours and then at 50 to 55° C. for 1 hour. The reaction mixture was cooled to room temperature, and then the solvent was evaporated under reduced pressure. Diisopropyl ether was added to the obtained residue, and the solid substance was collected by filtration to obtain 0.020 g of... Conditions: time 3 hour. Starting materials: Cl.O1CCOCC1 (hydrogen chloride dioxane), OC1=C(C(=O)NC2=C(C(=O)OC(C)(C)C)C=CC(=C2)C2=C(C=CC=C2)OC)C=C(C=C1)N1CCCCC1 (tert-butyl 2-(2-hydroxy-5-(piperidin-1-yl)benzamido)-4-(2-methoxyphenyl)benzoate). As a reaction SMILES: [ClH:1].O1CCOCC1.[OH:8][C:9]1[CH:38]=[CH:37][C:36]([N:39]2[CH2:44][CH2:43][CH2:42][CH2:41][CH2:40]2)=[CH:35][C:10]=1[C:11]([NH:13][C:14]1[CH:26]=[C:25]([C:27]2[CH:32]=[CH:31][CH:30]=[CH:29][C:28]=2[O:33][CH3:34])[CH:24]=[CH:23][C:15]=1[C:16]([O:18]C(C)(C)C)=[O:17])=[O:12]>>[ClH:1].[OH:8][C:9]1[CH:38]=[CH:37][C:36]([N:39]2[CH2:44][CH2:43][CH2:42][CH2:41][CH2:40]2)=[CH:35][C:10]=1[C:11]([NH:13][C:14]1[CH:26]=[C:25]([C:27]2[CH:32]=[CH:31][CH:30]=[CH:29][C:28]=2[O:33][CH3:34])[CH:24]=[CH:23][C:15]=1[C:16]([OH:18])=[O:17])=[O:12] |f:0.1,3.4|. Reactants: O=C1N(C(C2=CC=CC=C12)=O)CC(=O)NNC(=O)C=1N=CN2C1[C@H]1N(C(C3=C2C=CS3)=O)CCC1 ((S)-N'-(1,3-dioxo-2,3-dihydro-1H-isoindol-2-ylacetyl)-8-oxo-10, 11,12,12a-tetrahydro-8H-imidazo[5,1-c]pyrrolo[1,2-a]thieno[3,2-e][1,4]diazepine-1-carboxylic acid hydrazide), C([O-])([O-])=O.[Na+].[Na+] (sodium carbonate). Solvent: polyphosphoric acid, ice water. Yields the product O=C1C2=C(N3C([C@H]4N1CCC4)=C(N=C3)C3=NN=C(O3)CN3C(C4=CC=CC=C4C3=O)=O)C=CS2 ((S)-2-[5-(8-oxo-10,11,12,12a-tetrahydro-8H-imidazo[5,1-c]pyrrolo[1,2-a]thieno[3,2-e][1,4]diazepin-1-yl)-1,3,4-oxadiazol-2-ylmethyl ]-2.3-dihydro-1H-isoindole-1,3-dione). Isolated yield 77.8%. RXN SMILES: [O:1]=[C:2]1[C:10]2[C:5](=[CH:6][CH:7]=[CH:8][CH:9]=2)[C:4](=[O:11])[N:3]1[CH2:12][C:13]([NH:15][NH:16][C:17]([C:19]1[N:20]=[CH:21][N:22]2[C:28]3[CH:29]=[CH:30][S:31][C:27]=3[C:26](=[O:32])[N:25]3[CH2:33][CH2:34][CH2:35][C@H:24]3[C:23]=12)=O)=[O:14].C(=O)([O-])[O-].[Na+].[Na+]>>[O:32]=[C:26]1[N:25]2[CH2:33][CH2:34][CH2:35][C@H:24]2[C:23]2=[C:19]([C:17]3[O:14][C:13]([CH2:12][N:3]4[C:4](=[O:11])[C:5]5[C:10](=[CH:9][CH:8]=[CH:7][CH:6]=5)[C:2]4=[O:1])=[N:15][N:16]=3)[N:20]=[CH:21][N:22]2[C:28]2[CH:29]=[CH:30][S:31][C:27]1=2 |f:1.2.3|. Reported procedure: A solution of 10 g (20.4 mmol) of (S)-N'-(1,3-dioxo-2,3-dihydro-1H-isoindol-2-ylacetyl)-8-oxo-10, 11,12,12a-tetrahydro-8H-imidazo[5,1-c]pyrrolo[1,2-a]thieno[3,2-e][1,4]diazepine-1-carboxylic acid hydrazide in 90 g of polyphosphoric acid was stirred at 100° for 1.5 hours. After cooling to room temperature the mixture was poured into 300 ml of ice-water while stirring well, whereupon solid sodium carbonate was added to pH=8. Extraction with methylene chloride and chromatography (silica gel, methyl... Reactants: ClC1=NC=C(C(=C1)C(O)C1=C(C=CC(=C1)F)F)Cl (2,5-dichloro-4-[(2,5-difluorophenyl)-hydroxymethyl]pyridine), CN(C=O)C (dimethylformamide), ClC1=CC=C(C=C1)S (4-chlorobenzenethiol), C([O-])([O-])=O.[K+].[K+] (potassium carbonate). Run in C(C)OCC (diethyl ether), S(=O)(Cl)Cl (thionyl chloride), CCCCCC (hexane), CCOCC (ether). Run at time 17 hour. Yields the product ClC1=NC=C(C(=C1)C(C1=C(C=CC(=C1)F)F)SC1=CC=C(C=C1)Cl)Cl (2,5-Dichloro-4-[(4-chlorophenylthio)-(2,5-difluorophenyl)methyl]pyridine). The yield is 58.1%. As a reaction SMILES: [Cl:1][C:2]1[CH:7]=[C:6]([CH:8]([C:10]2[CH:15]=[C:14]([F:16])[CH:13]=[CH:12][C:11]=2[F:17])O)[C:5]([Cl:18])=[CH:4][N:3]=1.CN(C)C=O.[Cl:24][C:25]1[CH:30]=[CH:29][C:28]([SH:31])=[CH:27][CH:26]=1.C(=O)([O-])[O-].[K+].[K+]>S(Cl)(Cl)=O.CCOCC.CCCCCC>[Cl:1][C:2]1[CH:7]=[C:6]([CH:8]([S:31][C:28]2[CH:29]=[CH:30][C:25]([Cl:24])=[CH:26][CH:27]=2)[C:10]2[CH:15]=[C:14]([F:16])[CH:13]=[CH:12][C:11]=2[F:17])[C:5]([Cl:18])=[CH:4][N:3]=1 |f:3.4.5|. Reported procedure: The 2,5-dichloro-4-[(2,5-difluorophenyl)-hydroxymethyl]pyridine (580 mg, 2.0 mmol) obtained in Referential Example 24 was dissolved in thionyl chloride (3.0 ml). To the resulting solution was added a catalytic amount of dimethylformamide. The resulting mixture was stirred for 17 hours. The reaction mixture was concentrated under reduced pressure. To the residue was added toluene, followed by further concentration. The residue was dissolved in dimethylformamide (10 ml). To the resulting solution ... Reactants: O=C(O)c1ccc(F)c(Br)c1, CC(CC(O)C(N)Cc1ccccc1)C(=O)NCCC(C)(C)C, ClCCl, CN(C)C=O, On1nnc2ccccc21. Product: CC(CC(O)C(Cc1ccccc1)NC(=O)c1ccc(F)c(Br)c1)C(=O)NCCC(C)(C)C. RXN SMILES: [Br:11][c:12]1[cH:13][c:14]([C:15](=[O:16])[OH:17])[cH:18][cH:19][c:20]1[F:21].[CH3:22][C:23]([CH2:24][CH2:25][NH:26][C:27]([CH:28]([CH2:29][CH:30]([CH:31]([CH2:32][c:33]1[cH:34][cH:35][cH:36][cH:37][cH:38]1)[NH2:39])[OH:40])[CH3:41])=[O:42])([CH3:43])[CH3:44].[Cl:50][CH2:51][Cl:52].[O:45]=[CH:46][N:47]([CH3:48])[CH3:49].[OH:1][n:2]1[c:3]2[cH:4][cH:5][cH:6][cH:7][c:8]2[n:9][n:10]1>>[Br:11][c:12]1[cH:13][c:14]([C:15](=[O:17])[NH:39][CH:31]([CH:30]([CH2:29][CH:28]([C:27]([NH:26][CH2:25][CH2:24][C:23]([CH3:22])([CH3:43])[CH3:44])=[O:42])[CH3:41])[OH:40])[CH2:32][c:33]2[cH:34][cH:35][cH:36][cH:37][cH:38]2)[cH:18][cH:19][c:20]1[F:21]. Reactants: COC(=O)C=1NC2=CC=CC(=C2C1)C (4-methyl-1H-indole-2-carboxylic acid methyl ester), BrCC1=CC=CC2=CC=CC=C12 (1-bromomethyl-naphthalene). Reported procedure: Using general procedure B, 4-methyl-1H-indole-2-carboxylic acid methyl ester was coupled with 1-bromomethyl-naphthalene and the product obtained was hydrolyzed to give the title compound as a pale yellow solid. MS: 314.1 ([M−H]−). As a reaction SMILES: C[O:2][C:3]([C:5]1[NH:6][C:7]2[C:12]([CH:13]=1)=[C:11]([CH3:14])[CH:10]=[CH:9][CH:8]=2)=[O:4].Br[CH2:16][C:17]1[C:26]2[C:21](=[CH:22][CH:23]=[CH:24][CH:25]=2)[CH:20]=[CH:19][CH:18]=1>>[CH3:14][C:11]1[CH:10]=[CH:9][CH:8]=[C:7]2[C:12]=1[CH:13]=[C:5]([C:3]([OH:2])=[O:4])[N:6]2[CH2:16][C:17]1[C:26]2[C:21](=[CH:22][CH:23]=[CH:24][CH:25]=2)[CH:20]=[CH:19][CH:18]=1. The product is CC1=C2C=C(N(C2=CC=C1)CC1=CC=CC2=CC=CC=C12)C(=O)O (4-Methyl-1-naphthalen-1-ylmethyl-1H-indole-2-carboxylic acid). Starting materials: O (water), ClCC(=O)C1=CC=CC=C1 (2-chloroacetophenone), SCC(=O)OCC (ethyl 2-mercaptoacetate), C([O-])([O-])=O.[K+].[K+] (potassium carbonate), O1CCCC1 (tetrahydrofuran). Yields the product C(C(=O)C1=CC=CC=C1)CC(=S)OCC (ethyl 2-phenacylthioacetate). RXN SMILES: Cl[CH2:2][C:3]([C:5]1[CH:10]=[CH:9][CH:8]=[CH:7][CH:6]=1)=[O:4].[SH:11]CC(OCC)=O.C(=O)([O-])[O-].[K+].[K+].O.[O:25]1[CH2:29][CH2:28][CH2:27][CH2:26]1>>[CH2:2]([CH2:27][C:26]([O:25][CH2:29][CH3:28])=[S:11])[C:3]([C:5]1[CH:10]=[CH:9][CH:8]=[CH:7][CH:6]=1)=[O:4] |f:2.3.4|. Procedure: Part A. A solution of 2-chloroacetophenone (Aldrich, 14.1 g, 91.2 mmol), ethyl 2-mercaptoacetate (Aldrich, 10.0 mL, 91.2 mmol), and potassium carbonate (13.9 g, 100 mmol) in tetrahydrofuran (200 mL) was stirred at ambient temperature for 10 hours. The mixture was poured into water (400 mL), and extracted with methylene chloride (2×400 mL). The extracts were combined, dried over anhydrous magnesium sulfate, filtered and evaporated. The residual oil was separated by flash chromatography (1:4 ethyl...